This data is from the Open Reaction Database (ORD), a public repository of structured organic reaction records. The task is: describe an organic reaction: reactants, conditions, products, and yield Starting materials: CCOC(C)=O, CC(CN(C)C)N1c2ccccc2Sc2ccc(C(N)=S)cc21, NC1CCCCC1N. Yields the product CC(CN(C)C)N1c2ccccc2Sc2ccc(C3=NC4CCCCC4N3)cc21. As a reaction SMILES: [CH3:32][CH2:33][O:34][C:35](=[O:36])[CH3:37].[CH3:9][N:10]([CH2:11][CH:12]([CH3:13])[N:14]1[c:15]2[cH:16][cH:17][cH:18][cH:19][c:20]2[S:21][c:22]2[cH:23][cH:24][c:25]([C:28](=[S:29])[NH2:30])[cH:26][c:27]21)[CH3:31].[NH2:1][CH:2]1[CH:3]([NH2:8])[CH2:4][CH2:5][CH2:6][CH2:7]1>>[N:1]1=[C:28]([c:25]2[cH:24][cH:23][c:22]3[c:27]([cH:26]2)[N:14]([CH:12]([CH2:11][N:10]([CH3:9])[CH3:31])[CH3:13])[c:15]2[cH:16][cH:17][cH:18][cH:19][c:20]2[S:21]3)[NH:8][CH:3]2[CH:2]1[CH2:7][CH2:6][CH2:5][CH2:4]2. Reactants: solution, C(CCC)[Li] (butyl lithium), C1CO1 (Ethylene oxide), C1CC2=CC=CC=C2CC3=CC=CC=C31 (dibenzosuberane), ice. Solvent: CCCCCC (hexane), O1CCCC1 (tetrahydrofuran). Reaction conditions: time 1 hour. The product is C1=CC=CC=2C(C3=C(CCC21)C=CC=C3)CCO (10,11-dihydro-5H-dibenzo[a,d]cycloheptene-5-ethanol). RXN SMILES: [CH2:1]1[C:15]2[C:10](=[CH:11][CH:12]=[CH:13][CH:14]=2)[CH2:9][C:8]2[C:3](=[CH:4][CH:5]=[CH:6][CH:7]=2)[CH2:2]1.C([Li])CCC.[CH2:21]1[O:23][CH2:22]1>O1CCCC1.CCCCCC>[CH:4]1[C:3]2[CH2:2][CH2:1][C:15]3[CH:14]=[CH:13][CH:12]=[CH:11][C:10]=3[CH:9]([CH2:21][CH2:22][OH:23])[C:8]=2[CH:7]=[CH:6][CH:5]=1. Procedure details: A solution of 58.3 g of dibenzosuberane in 750 ml of tetrahydrofuran, stirred under argon, is cooled to about 10° in an ice-bath and treated dropwise with 190 ml of an about 2M solution of butyl lithium in hexane. The dark red solution is heated to boiling under reflux for 2 hours. Ethylene oxide is conducted for 15 minutes into the solution, cooled to about 10°, subsequently the mixture is stirred at room temperature for 1 hour and finally heated to boiling under reflux for an additional 30 min...